From a dataset of the Open Reaction Database (ORD), a public repository of structured organic reaction records. describe an organic reaction: reactants, conditions, products, and yield Reaction conditions: time 4 hour. The product is C1(=CC=CC=C1)CCOCCCO (3-(2-phenylethoxy)-1-propanol). RXN SMILES: [CH2:1]([O:4][CH2:5][CH2:6][C:7]1[CH:12]=[CH:11][CH:10]=[CH:9][CH:8]=1)[CH:2]=[CH2:3].C12BC(CCC1)CCC2.[OH-:22].[Na+].OO>C1COCC1.CCOCC.O>[C:7]1([CH2:6][CH2:5][O:4][CH2:1][CH2:2][CH2:3][OH:22])[CH:8]=[CH:9][CH:10]=[CH:11][CH:12]=1 |f:2.3|. Procedure details: To a cooled (0° C.) solution of 2-allyloxyethylbenzene (5. g; 30.8 mmol) dissolved in THF (75 ml) is slowly added a 0.5M THF solution of 9-BBN [9-borabicyclo[3.3.1]nonane] (68 ml; 34 mmol) and the reaction mixture warmed to room temperature and stirred for 4 hours. The reaction mixture is then cooled to 0° C. and 5 ml H2O is added followed by slow addition of 6N NaOH (30 ml; 7.2 g/30 ml). After stirring for 5 minutes, 30% H2O2 (20 ml)is added over 15 min. The reaction mixture warms significantly... The solvent is C1CCOC1 (THF), O (H2O), C1CCOC1 (THF), CCOCC (Et2O). Starting materials: C12CCCC(CCC1)B2 (9-BBN), C(C=C)OCCC1=CC=CC=C1 (2-allyloxyethylbenzene), OO (H2O2), [OH-].[Na+] (NaOH).